This data is from the Open Reaction Database (ORD), a public repository of structured organic reaction records. The task is: describe an organic reaction: reactants, conditions, products, and yield Starting materials: C(C)C1=C(C(=O)O)C=CC(=C1)C1=CC(=NN1C1=C(C=CC=C1)OC)C1CC(OC(C1)(C)C)(C)C (ethyl 4-[1-(2-methoxyphenyl)-3-(2,2,6,6-tetramethyltetrahydro-2H-pyran-4-yl)-1H-pyrazol-5-yl]-benzoic acid), C(C(=O)Cl)(=O)Cl (oxalyl chloride). The reagents and catalysts are CN(C)C=O (DMF). The solvent is C(Cl)Cl (DCM). Reaction conditions: time 3 hour. Product: COC1=C(C=CC=C1)N1N=C(C=C1C1=CC=C(C(=O)Cl)C=C1)C1CC(OC(C1)(C)C)(C)C (4-(1-(2-Methoxyphenyl)-3-(2,2,6,6-tetramethyltetrahydro-2H-pyran-4-yl)-1H-pyrazol-5-yl)benzoyl chloride). RXN SMILES: C([C:3]1[CH:11]=[C:10]([C:12]2[N:16]([C:17]3[CH:22]=[CH:21][CH:20]=[CH:19][C:18]=3[O:23][CH3:24])[N:15]=[C:14]([CH:25]3[CH2:30][C:29]([CH3:32])([CH3:31])[O:28][C:27]([CH3:34])([CH3:33])[CH2:26]3)[CH:13]=2)[CH:9]=[CH:8][C:4]=1[C:5](O)=[O:6])C.C(Cl)(=O)C([Cl:38])=O>C(Cl)Cl.CN(C=O)C>[CH3:24][O:23][C:18]1[CH:19]=[CH:20][CH:21]=[CH:22][C:17]=1[N:16]1[C:12]([C:10]2[CH:11]=[CH:3][C:4]([C:5]([Cl:38])=[O:6])=[CH:8][CH:9]=2)=[CH:13][C:14]([CH:25]2[CH2:30][C:29]([CH3:31])([CH3:32])[O:28][C:27]([CH3:33])([CH3:34])[CH2:26]2)=[N:15]1. Procedure details: To a solution of ethyl 4-[1-(2-methoxyphenyl)-3-(2,2,6,6-tetramethyltetrahydro-2H-pyran-4-yl)-1H-pyrazol-5-yl]-benzoic acid (Example 46) (177 mg, 0.41 mmol) in 4 mL of DCM was added oxalyl chloride (0.043 mL, 0.49 mmol) and 1 drop of DMF and the mixture stirred for 3 hrs at RT The mixture was concentrated and used without further purification in the next step. The reactants are ClC1=NC=NC2=CC(=C(C=C12)OC)OCC1CCN(CC1)C (4-chloro-6-methoxy-7-(1-methylpiperidin-4-ylmethoxy)quinazoline), NC=1C=C2C=C(NC2=CC1)C (5-amino-2-methylindole). Product: Cl.COC=1C=C2C(=NC=NC2=CC1OCC1CCN(CC1)C)NC=1C=C2C=C(NC2=CC1)C (6-methoxy-4-(2-methylindol-5-ylamino)-7-(1-methylpiperidin-4-ylmethoxy)quinazoline hydrochloride). Isolated yield 99.3%. RXN SMILES: [Cl:1][C:2]1[C:11]2[C:6](=[CH:7][C:8]([O:14][CH2:15][CH:16]3[CH2:21][CH2:20][N:19]([CH3:22])[CH2:18][CH2:17]3)=[C:9]([O:12][CH3:13])[CH:10]=2)[N:5]=[CH:4][N:3]=1.[NH2:23][C:24]1[CH:25]=[C:26]2[C:30](=[CH:31][CH:32]=1)[NH:29][C:28]([CH3:33])=[CH:27]2>>[ClH:1].[CH3:13][O:12][C:9]1[CH:10]=[C:11]2[C:6](=[CH:7][C:8]=1[O:14][CH2:15][CH:16]1[CH2:21][CH2:20][N:19]([CH3:22])[CH2:18][CH2:17]1)[N:5]=[CH:4][N:3]=[C:2]2[NH:23][C:24]1[CH:25]=[C:26]2[C:30](=[CH:31][CH:32]=1)[NH:29][C:28]([CH3:33])=[CH:27]2 |f:2.3|. Reported procedure: Using an analogous procedure to that described in Example 37, 4-chloro-6-methoxy-7-(1-methylpiperidin-4-ylmethoxy)quinazoline (50 mg, 0.155 mmol), (prepared as described for the starting material in Example 10), was reacted with 5-amino-2-methylindole (0.171 mmol) to give 6-methoxy-4-(2-methylindol-5-ylamino)-7-(1-methylpiperidin-4-ylmethoxy)quinazoline hydrochloride (72 mg, quant.). RXN SMILES: [Al+3:2].[CH2:20]1[O:21][CH2:22][CH2:23][CH2:24]1.[CH3:25][CH2:26][O:27][C:28](=[O:29])[CH3:30].[Cl:7][c:8]1[cH:9][c:10]([OH:17])[c:11]([C:12](=[O:13])[OH:14])[cH:15][cH:16]1.[ClH:19].[H-:1].[H-:4].[H-:5].[H-:6].[Li+:3].[OH2:18]>>[Cl:7][c:8]1[cH:9][c:10]([OH:17])[c:11]([CH2:12][OH:13])[cH:15][cH:16]1. Product: OCc1ccc(Cl)cc1O. Reactants: [Al+3], C1CCOC1, CCOC(C)=O, O=C(O)c1ccc(Cl)cc1O, Cl, [H-], [H-], [H-], [H-], [Li+], O. Product: O=C(CNc1ccccc1)Nc1ccc(F)cc1C(=O)O. Starting materials: O=C(CBr)Nc1ccc(F)cc1C(=O)O, [K+], Nc1ccccc1, CN(C)C=O, [OH-]. RXN SMILES: [Br:1][CH2:2][C:3](=[O:4])[NH:5][c:6]1[c:7]([C:8](=[O:9])[OH:10])[cH:11][c:12]([F:15])[cH:13][cH:14]1.[K+:24].[NH2:16][c:17]1[cH:18][cH:19][cH:20][cH:21][cH:22]1.[O:25]=[CH:26][N:27]([CH3:28])[CH3:29].[OH-:23]>>[CH2:2]([C:3](=[O:4])[NH:5][c:6]1[c:7]([C:8](=[O:9])[OH:10])[cH:11][c:12]([F:15])[cH:13][cH:14]1)[NH:16][c:17]1[cH:18][cH:19][cH:20][cH:21][cH:22]1. The reactants are BrC1=NC2=CC=CC=C2C=C1 (2-bromoquinoline), BrCCBr (1,2-dibromoethane), organozinc, IC1CN(C1)C(=O)OC(C)(C)C (tert-Butyl 3-iodoazetidine-1-carboxylate), O1C(=CC=C1)P(C=1OC=CC1)C=1OC=CC1 (trifurylphosphine), C[Si](C)(C)Cl (TMSCl). The reagents and catalysts are C=1C=CC(=CC1)/C=C/C(=O)/C=C/C2=CC=CC=C2.C=1C=CC(=CC1)/C=C/C(=O)/C=C/C2=CC=CC=C2.C=1C=CC(=CC1)/C=C/C(=O)/C=C/C2=CC=CC=C2.[Pd].[Pd] (Pd2(dba)3), [Zn] (Zn). Solvent: C1CCOC1 (THF), C1CCOC1 (THF), C1CCOC1 (THF). Reaction conditions: temperature 65 celsius, time 45 minute. Product: N1=C(C=CC2=CC=CC=C12)C1CN(C1)C(=O)OC(C)(C)C (tert-butyl 3-(quinolin-2-yl)azetidine-1-carboxylate). RXN SMILES: BrCCBr.C[Si](Cl)(C)C.I[CH:11]1[CH2:14][N:13]([C:15]([O:17][C:18]([CH3:21])([CH3:20])[CH3:19])=[O:16])[CH2:12]1.O1C=CC=C1P(C1OC=CC=1)C1OC=CC=1.Br[C:39]1[CH:48]=[CH:47][C:46]2[C:41](=[CH:42][CH:43]=[CH:44][CH:45]=2)[N:40]=1>C1COCC1.[Zn].C1C=CC(/C=C/C(/C=C/C2C=CC=CC=2)=O)=CC=1.C1C=CC(/C=C/C(/C=C/C2C=CC=CC=2)=O)=CC=1.C1C=CC(/C=C/C(/C=C/C2C=CC=CC=2)=O)=CC=1.[Pd].[Pd]>[N:40]1[C:41]2[C:46](=[CH:45][CH:44]=[CH:43][CH:42]=2)[CH:47]=[CH:48][C:39]=1[CH:11]1[CH2:14][N:13]([C:15]([O:17][C:18]([CH3:21])([CH3:20])[CH3:19])=[O:16])[CH2:12]1 |f:7.8.9.10.11|. Procedure: To a stirred suspension of Zn dust (1.70 g, 26.0 mmol) in THF (5 mL) under an Argon atmosphere, 1,2-dibromoethane (250 μl) was added at rt. The resulting mixture was heated at 65° C. for 3 min and allowed to cool to rt. TMSCl (350 μl) was then added and the mixture was stirred at rt for 30 min. tert-Butyl 3-iodoazetidine-1-carboxylate (5.70 g, 20.0 mmol) in THF (15 mL) was then added slowly and the resulting mixture was allowed to stir at rt for 45 min. A solution of Pd2(dba)3 (183 mg, 0.200 mmo... Yields the product N1(N=CC=C1)C=1N=C(C2=C(N1)SC(=C2)[N+](=O)[O-])NCCC2=CC1=C(C=C2)OCO1 (2-(pyrazol-1-yl)-6-nitro-4-(3,4-methylenedioxyphenethylamino)-thieno-[2,3-d]-pyrimidine). Procedure details: Following the procedure of Example 97, the reaction of pyrazole with 2-chloro-6-nitro-4-(3,4-methylenedioxyphenethylamino)-thieno-[2,3-d]-pyrimidine gives 2-(pyrazol-1-yl)-6-nitro-4-(3,4-methylenedioxyphenethylamino)-thieno-[2,3-d]-pyrimidine. Reaction SMILES: [NH:1]1[CH:5]=[CH:4][CH:3]=[N:2]1.Cl[C:7]1[N:8]=[C:9]([NH:19][CH2:20][CH2:21][C:22]2[CH:27]=[CH:26][C:25]3[O:28][CH2:29][O:30][C:24]=3[CH:23]=2)[C:10]2[CH:15]=[C:14]([N+:16]([O-:18])=[O:17])[S:13][C:11]=2[N:12]=1>>[N:1]1([C:7]2[N:8]=[C:9]([NH:19][CH2:20][CH2:21][C:22]3[CH:27]=[CH:26][C:25]4[O:28][CH2:29][O:30][C:24]=4[CH:23]=3)[C:10]3[CH:15]=[C:14]([N+:16]([O-:18])=[O:17])[S:13][C:11]=3[N:12]=2)[CH:5]=[CH:4][CH:3]=[N:2]1. The reactants are N1N=CC=C1 (pyrazole), ClC=1N=C(C2=C(N1)SC(=C2)[N+](=O)[O-])NCCC2=CC1=C(C=C2)OCO1 (2-chloro-6-nitro-4-(3,4-methylenedioxyphenethylamino)-thieno-[2,3-d]-pyrimidine).